From a dataset of the Open Reaction Database (ORD), a public repository of structured organic reaction records. describe an organic reaction: reactants, conditions, products, and yield Reactants: O=C(O)CCC1CCN(C(=O)OCc2ccccc2)CC1, CC(C)COC(=O)Cl, CCOC(=O)CCNC(=O)C1CNc2ccccc2C1, CN1CCOCC1, CN(C)C=O, C1CCOC1, O. Product: CCOC(=O)CCNC(=O)C1Cc2ccccc2N(C(=O)CCC2CCN(C(=O)OCc3ccccc3)CC2)C1. As a reaction SMILES: [CH2:1]([c:2]1[cH:3][cH:4][cH:5][cH:6][cH:7]1)[O:8][C:9](=[O:10])[N:11]1[CH2:12][CH2:13][CH:14]([CH2:17][CH2:18][C:19](=[O:20])[OH:21])[CH2:15][CH2:16]1.[CH2:29]([O:30][C:31]([Cl:32])=[O:33])[CH:34]([CH3:35])[CH3:36].[CH2:37]([CH3:38])[O:39][C:40]([CH2:41][CH2:42][NH:43][C:44](=[O:45])[CH:46]1[CH2:47][NH:48][c:49]2[cH:50][cH:51][cH:52][cH:53][c:54]2[CH2:55]1)=[O:56].[CH3:22][N:23]1[CH2:24][CH2:25][O:26][CH2:27][CH2:28]1.[CH3:57][N:58]([CH3:59])[CH:60]=[O:61].[O:62]1[CH2:63][CH2:64][CH2:65][CH2:66]1.[OH2:67]>>[CH2:1]([c:2]1[cH:3][cH:4][cH:5][cH:6][cH:7]1)[O:8][C:9](=[O:10])[N:11]1[CH2:12][CH2:13][CH:14]([CH2:17][CH2:18][C:19](=[O:21])[N:48]2[CH2:47][CH:46]([C:44]([NH:43][CH2:42][CH2:41][C:40]([O:39][CH2:37][CH3:38])=[O:56])=[O:45])[CH2:55][c:54]3[c:49]2[cH:50][cH:51][cH:52][cH:53]3)[CH2:15][CH2:16]1. Reactants: 251c, COC1=C(C=CC(=C1)OC1CCN(CC1)C)N (2-Methoxy-4-(1-methyl-piperidin-4-yloxy)-phenylamine), CS(=O)C1=NN2C(C=N1)=CC=C2C2=C(C=CC=C2)N(S(=O)(=O)C)C (N-[2-(2-Methanesulfinyl-pyrrolo[2,1-f][1,2,4]triazin-7-yl)-phenyl]-N-methyl-methanesulfonamide). Yields the product COC1=C(C=CC(=C1)OC1CCN(CC1)C)NC1=NN2C(C=N1)=CC=C2C2=C(C=CC=C2)N(S(=O)(=O)C)C (N-(2-{2-[2-Methoxy-4-(1-methyl-piperidin-4-yloxy)-phenylamino]-pyrrolo[2,1-f][1,2,4]triazin-7-yl}-phenyl)-N-methyl-methanesulfonamide). Isolated yield 7.2%. RXN SMILES: [CH3:1][O:2][C:3]1[CH:8]=[C:7]([O:9][CH:10]2[CH2:15][CH2:14][N:13]([CH3:16])[CH2:12][CH2:11]2)[CH:6]=[CH:5][C:4]=1[NH2:17].CS([C:21]1[N:26]=[CH:25][C:24]2=[CH:27][CH:28]=[C:29]([C:30]3[CH:35]=[CH:34][CH:33]=[CH:32][C:31]=3[N:36]([CH3:41])[S:37]([CH3:40])(=[O:39])=[O:38])[N:23]2[N:22]=1)=O>>[CH3:1][O:2][C:3]1[CH:8]=[C:7]([O:9][CH:10]2[CH2:15][CH2:14][N:13]([CH3:16])[CH2:12][CH2:11]2)[CH:6]=[CH:5][C:4]=1[NH:17][C:21]1[N:26]=[CH:25][C:24]2=[CH:27][CH:28]=[C:29]([C:30]3[CH:35]=[CH:34][CH:33]=[CH:32][C:31]=3[N:36]([CH3:41])[S:37]([CH3:40])(=[O:39])=[O:38])[N:23]2[N:22]=1. Procedure details: Following a procedure analogous to 251c, 2-Methoxy-4-(1-methyl-piperidin-4-yloxy)-phenylamine (0.17 g, 0.72 mmol) and N-[2-(2-Methanesulfinyl-pyrrolo[2,1-f][1,2,4]triazin-7-yl)-phenyl]-N-methyl-methanesulfonamide (130 mg, 0.36 mmol) were converted to the title compound (14 mgs, 7%). (CDCl3) δ 8.73 (s, 1H), 8.02 (d, J=10.7 Hz, 1H), 7.97-7.94 (m, 1H), 7.30 (s, 1H), 7.02-7.00 (m, 1H), 6.87-6.83 (m, 1H), 6.52 (s, 1H), 6.33 (d, J=10.6 Hz, 1H), 4.25 (Broad s, 1H), 3.89 (s, 3H), 3.15 (s, 3H), 2.75-2.68... The reactants are Cl.Cl.C(N)(=N)C=1C=CC2=C(C=C(O2)CC(C(=O)OCC)C2=CC=C(C=C2)O[C@@H]2CNCC2)C1 (ethyl 3-(5-amidino-2-benzofuranyl)-2-[4-[((3S)-3-pyrrolidinyl)oxy]phenyl]propionate dihydrochloride). The solvent is Cl (hydrochloric acid). Product: Cl.Cl.C(N)(=N)C=1C=CC2=C(C=C(O2)CC(C(=O)O)C2=CC=C(C=C2)O[C@@H]2CNCC2)C1 (3-(5-amidino-2-benzofuranyl)-2-[4-[((3S)-3-pyrrolidinyl)oxy]phenyl]propionic acid dihydrochloride). The yield is 82.8%. Reaction SMILES: [ClH:1].Cl.[C:3]([C:6]1[CH:7]=[CH:8][C:9]2[O:13][C:12]([CH2:14][CH:15]([C:21]3[CH:26]=[CH:25][C:24]([O:27][C@H:28]4[CH2:32][CH2:31][NH:30][CH2:29]4)=[CH:23][CH:22]=3)[C:16]([O:18]CC)=[O:17])=[CH:11][C:10]=2[CH:33]=1)(=[NH:5])[NH2:4]>Cl>[ClH:1].[ClH:1].[C:3]([C:6]1[CH:7]=[CH:8][C:9]2[O:13][C:12]([CH2:14][CH:15]([C:21]3[CH:22]=[CH:23][C:24]([O:27][C@H:28]4[CH2:32][CH2:31][NH:30][CH2:29]4)=[CH:25][CH:26]=3)[C:16]([OH:18])=[O:17])=[CH:11][C:10]=2[CH:33]=1)(=[NH:4])[NH2:5] |f:0.1.2,4.5.6|. Procedure: 3.2 g of ethyl 3-(5-amidino-2-benzofuranyl)-2-[4-[((3S)-3-pyrrolidinyl)oxy]phenyl]propionate dihydrochloride was dissolved in 80 ml of 2N hydrochloric acid, and the solution was refluxed under heating for 30 minutes. After cooling and distilling off the solvent, the resulting residue was purified by subjecting it to column chromatography using a column packed with a highly porous polymer type synthetic adsorbent (styrene-divinylbenzene polymer: Diaion HP-20) and using 5-10% acetonitrile as an el... The reactants are OC1CCCC(C2=C1SC=C2)NC(C)=O (N-(5,6,7,8-tetrahydro-8-hydroxy-4H-cyclohepta[b]thien-4-yl)acetamide), [OH-].[K+] (KOH). The solvent is O (water), O.C(CO)O (water ethylene glycol). Yields the product O[C@@H]1CCC[C@H](C2=C1SC=C2)N (trans-5,6,7,8-tetrahydro-8-hydroxy-4H-cyclohepta[b]thiophen-4-amine). RXN SMILES: [OH:1][CH:2]1[C:8]2[S:9][CH:10]=[CH:11][C:7]=2[CH:6]([NH:12]C(=O)C)[CH2:5][CH2:4][CH2:3]1.[OH-].[K+]>O.C(O)CO.O>[OH:1][C@H:2]1[C:8]2[S:9][CH:10]=[CH:11][C:7]=2[C@H:6]([NH2:12])[CH2:5][CH2:4][CH2:3]1 |f:1.2,3.4|. Reported procedure: A sample of a cis/trans mixture of N-(5,6,7,8-tetrahydro-8-hydroxy-4H-cyclohepta[b]thien-4-yl)acetamide is added to 2 equivalents of KOH in water/ethylene glycol mixture. The mixture is heated at reflux under nitrogen atmosphere until starting material is no longer detectable by thin-layer chromatography. The mixture is cooled, diluted with water and extracted exhaustively with CHCl3. The chloroform extract is added to an equal volume of water and acidified with hydrochloric acid until the mixtu... Reactants: BrC1=NC=CC=N1 (2-Bromopyrimidine), C(C)(C)(C)OC(C1=CC=C(C=C1)NC1CCNCC1)=O (4-(Piperidin-4-ylamino)benzoic Acid tert-Butyl Ester). Solvent: C(C)(C)(C)O (tert-butyl alcohol). Reaction conditions: temperature 90 celsius. The product is C(C)(C)(C)OC(C1=CC=C(C=C1)NC1CCN(CC1)C1=NC=CC=N1)=O (4-(1-Pyrimidin-2-ylpiperidin-4-ylamino)benzoic acid tert-butyl ester). The yield is 90.3%. RXN SMILES: Br[C:2]1[N:7]=[CH:6][CH:5]=[CH:4][N:3]=1.[C:8]([O:12][C:13](=[O:27])[C:14]1[CH:19]=[CH:18][C:17]([NH:20][CH:21]2[CH2:26][CH2:25][NH:24][CH2:23][CH2:22]2)=[CH:16][CH:15]=1)([CH3:11])([CH3:10])[CH3:9]>C(O)(C)(C)C>[C:8]([O:12][C:13](=[O:27])[C:14]1[CH:19]=[CH:18][C:17]([NH:20][CH:21]2[CH2:26][CH2:25][N:24]([C:2]3[N:7]=[CH:6][CH:5]=[CH:4][N:3]=3)[CH2:23][CH2:22]2)=[CH:16][CH:15]=1)([CH3:11])([CH3:9])[CH3:10]. Procedure details: 2-Bromopyrimidine (0.016 g, 0.1 mmol) was added to a solution of (49) (0.032 g, 0.12 mmol) in tert-butyl alcohol (2 mL) at 25° C. The mixture was heated to 90° C. and was maintained at that temperature for 12 h. The reaction mixture was then cooled to room temperature and concentrated to a yellow oily residue. Purification of the residue by flash column chromatography (gradient elution 0 to 20% EtOAc in hexanes) provided the title compound (0.032 g, 89%): TLC (Rf =0.41; 40% EtOAc/hexanes); 1H NM... Starting materials: O=C1C(CCCC1)C(=O)OCC (ethyl 2-oxocyclohexane carboxylate), C1(=CC=CC=C1)[C@H](C)N ((S)-(−)-1-phenylethylamine), heptanes. The reagents and catalysts are FC(S(=O)(=O)[O-])(F)F.[Yb+3].FC(S(=O)(=O)[O-])(F)F.FC(S(=O)(=O)[O-])(F)F (Ytterbium (III) trifluoromethane sulfonate). Reaction conditions: temperature 3 celsius. The product is C1(=CC=CC=C1)[C@H](C)NC1=C(CCCC1)C(=O)OCC ((S)-Ethyl 2-(1-phenylethylamino)cyclohex-1-enecarboxylate). Yield: 111.6%. Reaction SMILES: O=[C:2]1[CH2:7][CH2:6][CH2:5][CH2:4][CH:3]1[C:8]([O:10][CH2:11][CH3:12])=[O:9].[C:13]1([C@@H:19]([NH2:21])[CH3:20])[CH:18]=[CH:17][CH:16]=[CH:15][CH:14]=1>FC(F)(F)S([O-])(=O)=O.[Yb+3].FC(F)(F)S([O-])(=O)=O.FC(F)(F)S([O-])(=O)=O>[C:13]1([C@@H:19]([NH:21][C:2]2[CH2:7][CH2:6][CH2:5][CH2:4][C:3]=2[C:8]([O:10][CH2:11][CH3:12])=[O:9])[CH3:20])[CH:18]=[CH:17][CH:16]=[CH:15][CH:14]=1 |f:2.3.4.5|. Procedure: Ethyl 2-oxocyclohexane carboxylate (6, 484.9 g) and (S)-(−)-1-phenylethylamine (7, 362.5 g) were charged into an RB flask followed by heptanes (1.5 L) and Ytterbium (III) trifluoromethane sulfonate (8.8 g). The contents were heated to reflux for 3 hours and the liberated water was removed simultaneously and then cooled to 22° C. (±3° C.). The insoluble material was filtered and the filtrate was concentrate on a rotary evaporator under vacuum to afford 869.4 g of (S)-ethyl 2-(1-phenylethylamino)c... Starting materials: CCCCCCCCCC(C)(C)c1cc(Br)ccc1OC, O=C=O, C1CCOC1, Cl, I, [Mg]. The product is CCCCCCCCCC(C)(C)c1cc(C(=O)O)ccc1OC. Reaction SMILES: [Br:1][c:2]1[cH:3][c:4]([C:10]([CH2:11][CH2:12][CH2:13][CH2:14][CH2:15][CH2:16][CH2:17][CH2:18][CH3:19])([CH3:20])[CH3:21])[c:5]([O:8][CH3:9])[cH:6][cH:7]1.[C:24](=[O:25])=[O:26].[CH2:28]1[O:29][CH2:30][CH2:31][CH2:32]1.[ClH:27].[I:23].[Mg:22]>>[c:2]1([C:24](=[O:25])[OH:26])[cH:3][c:4]([C:10]([CH2:11][CH2:12][CH2:13][CH2:14][CH2:15][CH2:16][CH2:17][CH2:18][CH3:19])([CH3:20])[CH3:21])[c:5]([O:8][CH3:9])[cH:6][cH:7]1.